The task is: describe an organic reaction: reactants, conditions, products, and yield. This data is from the Open Reaction Database (ORD), a public repository of structured organic reaction records. Starting materials: FC=1C=C(C=CC1F)N1N=CC(=C(C1=O)OC1=CC=C(C=C1)F)C1=CC(=C(C=C1)S(=O)(=O)C)F (2-(3,4-difluorophenyl)-4-(4-fluorophenoxy)-5-[3-fluoro-4-(methylsulfonyl)phenyl]-3(2H)-pyridazinone), N (NH3). Yields the product FC=1C=C(C=CC1F)N1N=CC(=C(C1=O)OC1=CC=C(C=C1)F)C1=CC(=C(C=C1)S(=O)(=O)N)F (2-(3,4-Difluorophenyl)-4-(4-fluorophenoxy)-5-[3-fluoro-4-(aminosulfonyl)phenyl]-3(2H)-pyridazinone). As a reaction SMILES: [F:1][C:2]1[CH:3]=[C:4]([N:9]2[C:14](=[O:15])[C:13]([O:16][C:17]3[CH:22]=[CH:21][C:20]([F:23])=[CH:19][CH:18]=3)=[C:12]([C:24]3[CH:29]=[CH:28][C:27]([S:30](C)(=[O:32])=[O:31])=[C:26]([F:34])[CH:25]=3)[CH:11]=[N:10]2)[CH:5]=[CH:6][C:7]=1[F:8].[NH3:35]>>[F:1][C:2]1[CH:3]=[C:4]([N:9]2[C:14](=[O:15])[C:13]([O:16][C:17]3[CH:22]=[CH:21][C:20]([F:23])=[CH:19][CH:18]=3)=[C:12]([C:24]3[CH:29]=[CH:28][C:27]([S:30]([NH2:35])(=[O:32])=[O:31])=[C:26]([F:34])[CH:25]=3)[CH:11]=[N:10]2)[CH:5]=[CH:6][C:7]=1[F:8]. Reported procedure: The title compound was prepared according to the method of Example 384 substituting 2-(3,4-difluorophenyl)-4-(4-fluorophenoxy)-5-[3-fluoro-4-(methylsulfonyl)phenyl]-3(2H)-pyridazinone in place of 2-benzyl-4-(4-fluorophenyl)-5-[4-(methylsulfonyl)phenyl]-3(2H)-pyridazinone (yield: 125 mg, 31%). mp 224-226° C. 1H NMR (300 MHz, DMSO-d6) δ 7.15 (d, 4H), 7.51 (m, 1H), 7.6 (m, 2H) 7.75 (m, 4H), 7.9 (t, 1H); 8.4 (s, 1H). MS (DCI/NH3) m/z 492 (M+H)+, 509 (M+NH4)+. Anal. calc. for C22H13F4N3O4S: C, 53.77;... The reactants are [NH4+].[Cl-] (NH4Cl), Cl.CC1(CCC(CC1)C1=CC2=C(N=C(N=C2CNC2CCS(CC2)(=O)=O)C)S1)C (N-{[6-(4,4-dimethylcyclohexyl)-2-methylthieno[2,3-d]pyrimidin-4-yl]methyl}tetrahydro-2H-thiopyran-4-amine-1,1-dioxide hydrochloride), CI (CH3I), C(=O)([O-])[O-].[K+].[K+] (K2CO3). The solvent is CN(C)C=O (DMF). Run at temperature 50 celsius, time 8 hour. Yields the product Cl.CC1(CCC(CC1)C1=CC2=C(N=C(N=C2CN(C2CCS(CC2)(=O)=O)C)C)S1)C (N-{[6-(4,4-dimethylcyclohexyl)-2-methylthieno[2,3-d]pyrimidin-4-yl]methyl}-N-methyltetrahydro-2H-thiopyran-4-amine 1,1-dioxidehydrochloride). The yield is 66.9%. RXN SMILES: [ClH:1].[CH3:2][C:3]1([CH3:29])[CH2:8][CH2:7][CH:6]([C:9]2[S:28][C:12]3[N:13]=[C:14]([CH3:27])[N:15]=[C:16]([CH2:17][NH:18][CH:19]4[CH2:24][CH2:23][S:22](=[O:26])(=[O:25])[CH2:21][CH2:20]4)[C:11]=3[CH:10]=2)[CH2:5][CH2:4]1.CI.[C:32]([O-])([O-])=O.[K+].[K+].[NH4+].[Cl-]>CN(C=O)C>[ClH:1].[CH3:2][C:3]1([CH3:29])[CH2:4][CH2:5][CH:6]([C:9]2[S:28][C:12]3[N:13]=[C:14]([CH3:27])[N:15]=[C:16]([CH2:17][N:18]([CH3:32])[CH:19]4[CH2:20][CH2:21][S:22](=[O:25])(=[O:26])[CH2:23][CH2:24]4)[C:11]=3[CH:10]=2)[CH2:7][CH2:8]1 |f:0.1,3.4.5,6.7,9.10|. Reported procedure: To a mixture of N-{[6-(4,4-dimethylcyclohexyl)-2-methylthieno[2,3-d]pyrimidin-4-yl]methyl}tetrahydro-2H-thiopyran-4-amine-1,1-dioxide hydrochloride (100 mg), CH3I (16 μL) and DMF (2.0 mL) was added K2CO3 (60 mg), followed by stirring at 50° C. overnight. The reaction mixture was left to be cooled, and a saturated aqueous NH4Cl solution was added thereto, followed by extraction with EtOAc. The organic layer was washed sequentially with water and brine, and dried over MgSO4. The residue was purifi...